From a dataset of the Open Reaction Database (ORD), a public repository of structured organic reaction records. describe an organic reaction: reactants, conditions, products, and yield Starting materials: CNC(=O)NCc1ccccc1-c1ccc(CN2C(=O)C(NC(=O)CC(C)(C)NCC3COC(C)(C)O3)CCc3ccccc32)cc1, CO, O=C(O)C(F)(F)F. The product is CNC(=O)NCc1ccccc1-c1ccc(CN2C(=O)C(NC(=O)CC(C)(C)NCC(O)CO)CCc3ccccc32)cc1. RXN SMILES: [CH3:1][C:2]1([CH3:47])[O:3][CH2:4][CH:5]([CH2:7][NH:8][C:9]([CH2:10][C:11](=[O:12])[NH:13][CH:14]2[C:15](=[O:44])[N:16]([CH2:25][c:26]3[cH:27][cH:28][c:29](-[c:32]4[c:33]([CH2:38][NH:39][C:40](=[O:41])[NH:42][CH3:43])[cH:34][cH:35][cH:36][cH:37]4)[cH:30][cH:31]3)[c:17]3[c:18]([cH:21][cH:22][cH:23][cH:24]3)[CH2:19][CH2:20]2)([CH3:45])[CH3:46])[O:6]1.[CH3:55][OH:56].[OH:48][C:49]([C:50]([F:51])([F:52])[F:53])=[O:54]>>[OH:3][CH2:4][CH:5]([OH:6])[CH2:7][NH:8][C:9]([CH2:10][C:11](=[O:12])[NH:13][CH:14]1[C:15](=[O:44])[N:16]([CH2:25][c:26]2[cH:27][cH:28][c:29](-[c:32]3[c:33]([CH2:38][NH:39][C:40](=[O:41])[NH:42][CH3:43])[cH:34][cH:35][cH:36][cH:37]3)[cH:30][cH:31]2)[c:17]2[c:18]([cH:21][cH:22][cH:23][cH:24]2)[CH2:19][CH2:20]1)([CH3:45])[CH3:46].